Dataset: the Open Reaction Database (ORD), a public repository of structured organic reaction records. Task: describe an organic reaction: reactants, conditions, products, and yield Starting materials: FC(C(=O)O)(F)F (trifluoroacetic acid), FCCSC1=C(C=CC=C1)S(=O)(=O)NC(C)(C)C (2-(2-fluoroethylthio)-N-tert.-butylphenylsulfonamide). Run in ClC(Cl)Cl (trichloromethane). Run at time 18 hour. Yields the product FCCSC1=C(C=CC=C1)S(=O)(=O)N (2-(2-fluoroethylthio)-phenylsulfonamide). RXN SMILES: FC(F)(F)C(O)=O.[F:8][CH2:9][CH2:10][S:11][C:12]1[CH:17]=[CH:16][CH:15]=[CH:14][C:13]=1[S:18]([NH:21]C(C)(C)C)(=[O:20])=[O:19]>ClC(Cl)Cl>[F:8][CH2:9][CH2:10][S:11][C:12]1[CH:17]=[CH:16][CH:15]=[CH:14][C:13]=1[S:18]([NH2:21])(=[O:19])=[O:20]. Procedure: 25 ml of trifluoroacetic acid are added at a temperature of 0° C. to a solution of 3.88 g of 2-(2-fluoroethylthio)-N-tert.-butylphenylsulfonamide, obtained in accordance with Example P1, in 25 ml of trichloromethane. After stirring for 18 hours at a temperature of +25° C., the resulting brown reaction mixture is lyophilised. After chromatographic purification of the oily residue with 1) ethyl acetate/petroleum ether (1:1) over silica gel and 2) dichloromethane/acetone (9:1) over silica gel, the ... Starting materials: CCOC(C)=O, O=[N+]([O-])c1ccc(Oc2ccnc(NCCCO)n2)c(Cl)c1, [Pd]. Yields the product Nc1ccc(Oc2ccnc(NCCCO)n2)c(Cl)c1. RXN SMILES: [CH3:23][CH2:24][O:25][C:26](=[O:27])[CH3:28].[Cl:1][c:2]1[c:3]([O:4][c:5]2[n:6][c:7]([NH:11][CH2:12][CH2:13][CH2:14][OH:15])[n:8][cH:9][cH:10]2)[cH:16][cH:17][c:18]([N+:20]([O-:21])=[O:22])[cH:19]1.[Pd:29]>>[Cl:1][c:2]1[c:3]([O:4][c:5]2[n:6][c:7]([NH:11][CH2:12][CH2:13][CH2:14][OH:15])[n:8][cH:9][cH:10]2)[cH:16][cH:17][c:18]([NH2:20])[cH:19]1. Run in CS(=O)C (DMSO). Isolated yield 75.0%. The product is C(C=C)OC([C@H](NS(=O)(=O)C1=CC=C(C=C1)OC1=CC=C(C=C1)F)C(C)(C)S)=O (N-[4-(4-fluorophenoxy)benzenesulfonyl]-D-penicillamine allyl ester). Reactants: C(C=C)OC([C@H](NS(=O)(=O)C1=CC=C(C=C1)OC1=CC=C(C=C1)F)C(C)(C)SCCC(=O)OC)=O (N-[4-(4-fluorophenoxy)benzenesulfonyl]--S--[2-(methoxycarbonyl)ethyl]-D-penicillamine allyl ester), C[S-].[Na+] (sodium thiomethoxide), S([O-])(O)(=O)=O.[Na+] (sodium bisulfate). As a reaction SMILES: [CH2:1]([O:4][C:5](=[O:35])[C@@H:6]([C:25]([S:28]CCC(OC)=O)([CH3:27])[CH3:26])[NH:7][S:8]([C:11]1[CH:16]=[CH:15][C:14]([O:17][C:18]2[CH:23]=[CH:22][C:21]([F:24])=[CH:20][CH:19]=2)=[CH:13][CH:12]=1)(=[O:10])=[O:9])[CH:2]=[CH2:3].C[S-].[Na+].S(=O)(=O)(O)[O-].[Na+]>CS(C)=O>[CH2:1]([O:4][C:5](=[O:35])[C@@H:6]([C:25]([SH:28])([CH3:26])[CH3:27])[NH:7][S:8]([C:11]1[CH:12]=[CH:13][C:14]([O:17][C:18]2[CH:19]=[CH:20][C:21]([F:24])=[CH:22][CH:23]=2)=[CH:15][CH:16]=1)(=[O:9])=[O:10])[CH:2]=[CH2:3] |f:1.2,3.4|. Conditions: time 3.5 hour. Procedure: To a stirred solution of N-[4-(4-fluorophenoxy)benzenesulfonyl]--S--[2-(methoxycarbonyl)ethyl]-D-penicillamine allyl ester (0.100 g., 0.19 mmol) in DMSO(1 ml.) at room temperature was added sodium thiomethoxide (0.053 g., 0.762 mmol). After 3.5 hours, the reaction was then acidified with 1N aqueous sodium bisulfate to pH=4 and extracted with ethyl acetate. The organic phase was washed with brine, dried over MgSO4, and concentrated. The residue was purified on silica eluting with 20% ethyl ethyl ... The reactants are BrC1=CC2=C(C=N1)C=C(N2C(=O)OC(C)(C)C)C=2C=NN(C2)C(=O)OC(C)(C)C (tert-Butyl 6-bromo-2-(1-(tert-butoxycarbonyl)-1H-pyrazol-4-yl)-1H-pyrrolo[3,2-c]pyridine-1-carboxylate), NC1=CC=C(C#N)C=C1 (4-aminobenzonitrile). Yields the product C(C)(C)(C)OC(=O)N1N=CC(=C1)C1=CC=2C=NC(=CC2N1C(=O)OC(C)(C)C)NC1=CC=C(C=C1)C#N (tert-Butyl 2-(1-(tert-butoxycarbonyl)-1H-pyrazol-4-yl)-6-(4-cyanophenylamino)-1H-pyrrolo[3,2-c]pyridine-1-carboxylate). Reaction SMILES: Br[C:2]1[N:7]=[CH:6][C:5]2[CH:8]=[C:9]([C:18]3[CH:19]=[N:20][N:21]([C:23]([O:25][C:26]([CH3:29])([CH3:28])[CH3:27])=[O:24])[CH:22]=3)[N:10]([C:11]([O:13][C:14]([CH3:17])([CH3:16])[CH3:15])=[O:12])[C:4]=2[CH:3]=1.[NH2:30][C:31]1[CH:38]=[CH:37][C:34]([C:35]#[N:36])=[CH:33][CH:32]=1>>[C:26]([O:25][C:23]([N:21]1[CH:22]=[C:18]([C:9]2[N:10]([C:11]([O:13][C:14]([CH3:17])([CH3:16])[CH3:15])=[O:12])[C:4]3[CH:3]=[C:2]([NH:30][C:31]4[CH:38]=[CH:37][C:34]([C:35]#[N:36])=[CH:33][CH:32]=4)[N:7]=[CH:6][C:5]=3[CH:8]=2)[CH:19]=[N:20]1)=[O:24])([CH3:28])([CH3:27])[CH3:29]. Procedure details: The title compound was prepared from tert-butyl 6-bromo-2-(1-(tert-butoxycarbonyl)-1H-pyrazol-4-yl)-1H-pyrrolo[3,2-c]pyridine-1-carboxylate (10) (50 mg, 0.108 mmol) and 4-aminobenzonitrile (15.3 mg, 0.13 mmol, 1.2 eq) using the method described for Preparation 35 and using silica gel column chromatography eluting with EtOAc:hexane:triethylamine 10:10:1 (9 mg, 17%). 1H-NMR (500 MHz, CDCl3) 1.53 (s, 9H), 1.69 (s, 9H), 6.62 (s, 1H), 6.93 (s, 1H), 7.48 (d, J=8.8 Hz, 2H), 7.57 (d, J=8.8 Hz, 1H), 7.74... Starting materials: O (water), FC(C=1C=C(C=CC(=O)O)C=CC1)(F)F (3-(trifluoromethyl)cinnamic acid), [H][H] (hydrogen). The reagents and catalysts are [C].[Pd] (Palladium carbon). Solvent: C1(=CC=CC=C1)C (toluene). Product: FC(C=1C=C(C=CC1)CCC(=O)O)(F)F (3-[3-(trifluoromethyl)phenyl]propionic acid). Isolated yield 97.8%. As a reaction SMILES: O.[F:2][C:3]([F:16])([F:15])[C:4]1[CH:5]=[C:6]([CH:12]=[CH:13][CH:14]=1)[CH:7]=[CH:8][C:9]([OH:11])=[O:10].[H][H]>[C].[Pd].C1(C)C=CC=CC=1>[F:2][C:3]([F:15])([F:16])[C:4]1[CH:5]=[C:6]([CH2:7][CH2:8][C:9]([OH:11])=[O:10])[CH:12]=[CH:13][CH:14]=1 |f:3.4|. Procedure details: Palladium carbon (10%, 6 gm) was added to water (20 ml) and then added 3-(trifluoromethyl)cinnamic acid (100 gm) and toluene (1000 ml). The resulting contents were hydrogenated with hydrogen gas at a pressure of 4 kg at 45 to 50° C. for 2 hour 30 minutes. The reaction mass was then filtered through celite bed and the layers were separated. The organic layer was dried over sodium sulfate and the solvent was distilled off under reduced pressure to obtain 98.7 gm of 3-[3-(trifluoromethyl)phenyl]pro... The reactants are CC(C)(C)OC(=O)N1CCc2c(F)ccc(Br)c21, [Li]C(C)(C)C, O=C=O, C1CCOC1. Product: CC(C)(C)OC(=O)N1CCc2c(F)ccc(C(=O)O)c21. RXN SMILES: [Br:6][c:7]1[cH:8][cH:9][c:10]([F:23])[c:11]2[c:15]1[N:14]([C:16](=[O:17])[O:18][C:19]([CH3:20])([CH3:21])[CH3:22])[CH2:13][CH2:12]2.[C:1]([Li:2])([CH3:3])([CH3:4])[CH3:5].[C:24](=[O:25])=[O:26].[CH2:27]1[O:28][CH2:29][CH2:30][CH2:31]1>>[c:7]1([C:24](=[O:25])[OH:26])[cH:8][cH:9][c:10]([F:23])[c:11]2[c:15]1[N:14]([C:16](=[O:17])[O:18][C:19]([CH3:20])([CH3:21])[CH3:22])[CH2:13][CH2:12]2. The reactants are C(O)([O-])=O.[Na+] (sodium hydrogencarbonate), ClC=1C2=C(C(=NC1)OC)C(=NN2C2=C(C=CC=C2F)F)C=2C=C(SC2)CC#N ((4-(7-chloro-1-(2,6-difluorophenyl)-4-methoxy-1H-pyrazolo[4,3-c]pyridin-3-yl)-2-thienyl)acetonitrile), [I-].[Na+] (sodium iodide), Cl[Si](C)(C)C (chloro(trimethyl)silane). Solvent: C(C)#N (acetonitrile). Run at temperature 50 celsius, time 1 hour. The product is ClC=1C2=C(C(NC1)=O)C(=NN2C2=C(C=CC=C2F)F)C=2C=C(SC2)CC#N ((4-(7-chloro-1-(2,6-difluorophenyl)-4-oxo-4,5-dihydro-1H-pyrazolo[4,3-c]pyridin-3-yl)-2-thienyl)acetonitrile). Isolated yield 56.2%. As a reaction SMILES: [Cl:1][C:2]1[C:3]2[N:12]([C:13]3[C:18]([F:19])=[CH:17][CH:16]=[CH:15][C:14]=3[F:20])[N:11]=[C:10]([C:21]3[CH:22]=[C:23]([CH2:26][C:27]#[N:28])[S:24][CH:25]=3)[C:4]=2[C:5]([O:8]C)=[N:6][CH:7]=1.[I-].[Na+].Cl[Si](C)(C)C.C(=O)([O-])O.[Na+]>C(#N)C>[Cl:1][C:2]1[C:3]2[N:12]([C:13]3[C:18]([F:19])=[CH:17][CH:16]=[CH:15][C:14]=3[F:20])[N:11]=[C:10]([C:21]3[CH:22]=[C:23]([CH2:26][C:27]#[N:28])[S:24][CH:25]=3)[C:4]=2[C:5](=[O:8])[NH:6][CH:7]=1 |f:1.2,4.5|. Procedure: To a mixture of (4-(7-chloro-1-(2,6-difluorophenyl)-4-methoxy-1H-pyrazolo[4,3-c]pyridin-3-yl)-2-thienyl)acetonitrile (70.2 mg) and sodium iodide (50.5 mg) in acetonitrile (3 mL) was added chloro(trimethyl)silane (0.108 mL) at room temperature, and the mixture was stirred at 50° C. for 1 hr. To the reaction mixture was added saturated aqueous sodium hydrogencarbonate solution, and the mixture was extracted with ethyl acetate. The organic layer was washed with saturated brine, dried over anhydrous...